From a dataset of the Open Reaction Database (ORD), a public repository of structured organic reaction records. describe an organic reaction: reactants, conditions, products, and yield Reactants: CCO, CC(C)O, CC(C)OC(C)C, S=C=Nc1cccnc1, OCC1Cc2ccsc2CN1. The product is OCC1Cc2ccsc2CN1C(=S)Nc1cccnc1. Reaction SMILES: [CH3:32][CH2:33][OH:34].[CH:21]([OH:22])([CH3:23])[CH3:24].[CH:25]([O:26][CH:27]([CH3:28])[CH3:29])([CH3:30])[CH3:31].[N:1](=[C:2]=[S:3])[c:4]1[cH:5][n:6][cH:7][cH:8][cH:9]1.[OH:10][CH2:11][CH:12]1[CH2:13][c:14]2[c:15]([s:18][cH:19][cH:20]2)[CH2:16][NH:17]1>>[NH:1]([C:2](=[S:3])[N:17]1[CH:12]([CH2:11][OH:10])[CH2:13][c:14]2[c:15]([s:18][cH:19][cH:20]2)[CH2:16]1)[c:4]1[cH:5][n:6][cH:7][cH:8][cH:9]1.